This data is from the Open Reaction Database (ORD), a public repository of structured organic reaction records. The task is: describe an organic reaction: reactants, conditions, products, and yield The reactants are Cl.ClC=1C=C(C=CC1)NN (3-chlorophenylhydrazine hydrochloride), product, C(C)OC(C(C(C)=O)C(C)=O)=O (2-acetyl-3-oxo-butyric acid ethyl ester), N1=CC=CC=C1 (pyridine). Run in C(C)O (ethanol). The product is C(C)OC(=O)C=1C(=NN(C1C)C1=CC(=CC=C1)Cl)C (1-(3-chlorophenyl)-3,5-dimethyl-1H-pyrazole-4-carboxylic acid ethyl ester). As a reaction SMILES: Cl.[Cl:2][C:3]1[CH:4]=[C:5]([NH:9][NH2:10])[CH:6]=[CH:7][CH:8]=1.[CH2:11]([O:13][C:14](=[O:22])[CH:15]([C:19](=O)[CH3:20])[C:16](=O)[CH3:17])[CH3:12].N1C=CC=CC=1>C(O)C>[CH2:11]([O:13][C:14]([C:15]1[C:16]([CH3:17])=[N:10][N:9]([C:5]2[CH:6]=[CH:7][CH:8]=[C:3]([Cl:2])[CH:4]=2)[C:19]=1[CH3:20])=[O:22])[CH3:12] |f:0.1|. Reported procedure: Similar to Example 1, equimolar amounts of 3-chlorophenylhydrazine hydrochloride and 2-acetyl-3-oxo-butyric acid ethyl ester were combined in a solution of 50% pyridine in ethanol. Analysis confirmed that the resulting solid was determined to be the named product (m.p. 56° C.–57° C.). The reactants are COC(=O)C1=CC=C2C(=N1)C=C(N2)C(=O)O (1H-pyrrolo[3,2-b]pyridine-2,5-dicarboxylic acid 5-methyl ester), Cl.Cl.N1(CCC(CC1)N)C1=CC=NC=C1 (3,4,5,6-tetrahydro-2H-[1,4′]bipyridyl-4-ylamine dihydrochloride), O=C1OCCN1P(=O)(N1C(OCC1)=O)Cl (bis(2-oxo-3-oxazolidinyl)phophinic chloride). The solvent is ClCCl (dichloromethane), C(C)N(CC)CC (triethylamine). Conditions: time 2 hour. The product is COC(=O)C1=CC=C2C(=N1)C=C(N2)C(NC2CCN(CC2)C2=CC=NC=C2)=O (2-(3,4,5,6-Tetrahydro-2H-[1,4′]bipyridyl-4-ylcarbamoyl)-1H-pyrrolo[3,2-b]pyridine-5-carboxylic acid methyl ester). RXN SMILES: [CH3:1][O:2][C:3]([C:5]1[N:10]=[C:9]2[CH:11]=[C:12]([C:14]([OH:16])=O)[NH:13][C:8]2=[CH:7][CH:6]=1)=[O:4].Cl.Cl.[N:19]1([C:26]2[CH:31]=[CH:30][N:29]=[CH:28][CH:27]=2)[CH2:24][CH2:23][CH:22]([NH2:25])[CH2:21][CH2:20]1.O=C1N(P(Cl)(N2CCOC2=O)=O)CCO1>ClCCl.C(N(CC)CC)C>[CH3:1][O:2][C:3]([C:5]1[N:10]=[C:9]2[CH:11]=[C:12]([C:14](=[O:16])[NH:25][CH:22]3[CH2:21][CH2:20][N:19]([C:26]4[CH:27]=[CH:28][N:29]=[CH:30][CH:31]=4)[CH2:24][CH2:23]3)[NH:13][C:8]2=[CH:7][CH:6]=1)=[O:4] |f:1.2.3|. Procedure: To a solution of 450 mg 1H-pyrrolo[3,2-b]pyridine-2,5-dicarboxylic acid 5-methyl ester in 9 mL dichloromethane and 1.13 mL triethylamine, 614 mg 3,4,5,6-tetrahydro-2H-[1,4′]bipyridyl-4-ylamine dihydrochloride and 520 mg bis(2-oxo-3-oxazolidinyl)phophinic chloride were added at room temperature and the mixture was stirred for 2 hours. After treatment of the reaction mixture with 5 mL saturated aqueous solution of potassium carbonate the precipitate was collected by filtration and coevaporated twi... Reactants: CBr, Br, COc1cc2c(cc1C(=O)O)oc1ccccc12, CC(=O)O. Yields the product O=C(O)c1cc2oc3ccccc3c2cc1O. As a reaction SMILES: [Br:20][CH3:21].[BrH:19].[CH3:1][O:2][c:3]1[cH:4][c:5]2[c:6]([o:7][c:8]3[c:9]2[cH:10][cH:11][cH:12][cH:13]3)[cH:14][c:15]1[C:16](=[O:17])[OH:18].[CH3:22][C:23](=[O:24])[OH:25]>>[OH:2][c:3]1[cH:4][c:5]2[c:6]([o:7][c:8]3[c:9]2[cH:10][cH:11][cH:12][cH:13]3)[cH:14][c:15]1[C:16](=[O:17])[OH:18]. Starting materials: CC#N, CCN(C(C)C)C(C)C, CC(N)c1cccc(Cl)c1, O=[N+]([O-])c1ccc(F)cc1F. Yields the product CC(Nc1cc(F)ccc1[N+](=O)[O-])c1cccc(Cl)c1. RXN SMILES: [CH3:31][C:32]#[N:33].[CH:22]([N:23]([CH2:24][CH3:25])[CH:26]([CH3:27])[CH3:28])([CH3:29])[CH3:30].[Cl:1][c:2]1[cH:3][c:4]([CH:8]([CH3:9])[NH2:10])[cH:5][cH:6][cH:7]1.[F:11][c:12]1[c:13]([N+:19](=[O:20])[O-:21])[cH:14][cH:15][c:16]([F:18])[cH:17]1>>[Cl:1][c:2]1[cH:3][c:4]([CH:8]([CH3:9])[NH:10][c:12]2[c:13]([N+:19](=[O:20])[O-:21])[cH:14][cH:15][c:16]([F:18])[cH:17]2)[cH:5][cH:6][cH:7]1. Reactants: CC(C)=O, ClC(Cl)Cl, [Cl-], O=C(O)Cc1ccc([N+](=O)[O-])cc1, [N-]=[N+]=[N-], [Na+]. Product: O=C=NCc1ccc([N+](=O)[O-])cc1. Reaction SMILES: [CH3:19][C:20]([CH3:21])=[O:22].[CH:23]([Cl:24])([Cl:25])[Cl:26].[Cl-:1].[N+:2](=[O:3])([O-:4])[c:5]1[cH:6][cH:7][c:8]([CH2:11][C:12]([OH:13])=[O:14])[cH:9][cH:10]1.[N-:16]=[N+:17]=[N-:18].[Na+:15]>>[N+:2](=[O:3])([O-:4])[c:5]1[cH:6][cH:7][c:8]([CH2:11][N:16]=[C:20]=[O:22])[cH:9][cH:10]1. The reactants are CN(C)CCCCOCC1=C(C=CC(=C1)Br)F (N,N-dimethyl-4-[2-fluoro-5-bromobenzyloxy]butylamine), ACE•Cl. The solvent is ClC(C)Cl (dichloroethane). The product is CNCCCCOCC1=C(C=CC(=C1)Br)F (N-methyl-4-[2-fluoro-5-bromobenzyloxy]butylamine). Reaction SMILES: [CH3:1][N:2]([CH2:4][CH2:5][CH2:6][CH2:7][O:8][CH2:9][C:10]1[CH:15]=[C:14]([Br:16])[CH:13]=[CH:12][C:11]=1[F:17])C>ClC(Cl)C>[CH3:1][NH:2][CH2:4][CH2:5][CH2:6][CH2:7][O:8][CH2:9][C:10]1[CH:15]=[C:14]([Br:16])[CH:13]=[CH:12][C:11]=1[F:17]. Reported procedure: In a 10 ml flask, under a nitrogen atmosphere, N,N-dimethyl-4-[2-fluoro-5-bromobenzyloxy]butylamine (215 mg, 0.707 mmol) was dissolved in dichloroethane (2.0 ml). To this solution ACE•Cl (0.305 ml, 2.83 mmol) was added and the resulting mixture was heated to reflux. The reaction mixture was refluxed for four hours. The prgress of the reaciton was monitored by thin layer chromatography. The mixture was refluxed for an additional 16 hours. The solvents were removed in vacuo and the residue was tak... Starting materials: NCC(O)COc1ccc(O)c(NS(=O)(=O)c2ccccc2)c1, CCCCS(=O)(=O)Nc1ccc(N2CCC(=O)CC2)cc1. Yields the product CCCCS(=O)(=O)Nc1ccc(N2CCC(NCC(O)COc3ccc(O)c(NS(=O)(=O)c4ccccc4)c3)CC2)cc1. Reaction SMILES: [NH2:22][CH2:23][CH:24]([CH2:25][O:26][c:27]1[cH:28][cH:29][c:30]([OH:43])[c:31]([NH:33][S:34](=[O:35])(=[O:36])[c:37]2[cH:38][cH:39][cH:40][cH:41][cH:42]2)[cH:32]1)[OH:44].[O:1]=[C:2]1[CH2:3][CH2:4][N:5]([c:8]2[cH:9][cH:10][c:11]([NH:14][S:15](=[O:16])(=[O:17])[CH2:18][CH2:19][CH2:20][CH3:21])[cH:12][cH:13]2)[CH2:6][CH2:7]1>>[CH:2]1([NH:22][CH2:23][CH:24]([CH2:25][O:26][c:27]2[cH:28][cH:29][c:30]([OH:43])[c:31]([NH:33][S:34](=[O:35])(=[O:36])[c:37]3[cH:38][cH:39][cH:40][cH:41][cH:42]3)[cH:32]2)[OH:44])[CH2:3][CH2:4][N:5]([c:8]2[cH:9][cH:10][c:11]([NH:14][S:15](=[O:16])(=[O:17])[CH2:18][CH2:19][CH2:20][CH3:21])[cH:12][cH:13]2)[CH2:6][CH2:7]1. Reactants: CN(C)C=O, CC(C)O, N#Cc1ccc(F)cc1, [H-], [Na+], O. The product is CC(C)Oc1ccc(C#N)cc1. RXN SMILES: [CH3:17][N:18]([CH3:19])[CH:20]=[O:21].[CH3:1][CH:2]([CH3:3])[OH:4].[F:7][c:8]1[cH:9][cH:10][c:11]([C:12]#[N:13])[cH:14][cH:15]1.[H-:5].[Na+:6].[OH2:16]>>[CH3:1][CH:2]([CH3:3])[O:4][c:8]1[cH:9][cH:10][c:11]([C:12]#[N:13])[cH:14][cH:15]1. Reactants: N-Aryl-benzenesulfonamides, NC1=CC=C(C(=C1C(=O)C1=CC=NC=C1)F)F ((6-Amino-2,3-difluoro-phenyl)-pyridin-4-yl-methanone), C(C)(C)(C)C1=CC=C(C=C1)S(=O)(=O)Cl (4-tert-Butyl-benzenesulfonyl chloride). Product: C(C)(C)(C)C1=CC=C(C=C1)S(=O)(=O)NC1=C(C(=C(C=C1)F)F)C(=O)C1=CC=NC=C1 (4-tert-Butyl-N-[3,4-difluoro-2-(pyridine-4-carbonyl)-phenyl]-benzenesulfonamide). As a reaction SMILES: [NH2:1][C:2]1[C:7]([C:8]([C:10]2[CH:15]=[CH:14][N:13]=[CH:12][CH:11]=2)=[O:9])=[C:6]([F:16])[C:5]([F:17])=[CH:4][CH:3]=1.[C:18]([C:22]1[CH:27]=[CH:26][C:25]([S:28](Cl)(=[O:30])=[O:29])=[CH:24][CH:23]=1)([CH3:21])([CH3:20])[CH3:19]>>[C:18]([C:22]1[CH:27]=[CH:26][C:25]([S:28]([NH:1][C:2]2[CH:3]=[CH:4][C:5]([F:17])=[C:6]([F:16])[C:7]=2[C:8]([C:10]2[CH:15]=[CH:14][N:13]=[CH:12][CH:11]=2)=[O:9])(=[O:30])=[O:29])=[CH:24][CH:23]=1)([CH3:21])([CH3:19])[CH3:20]. Procedure: The title compound was prepared according to the general procedure for the synthesis of N-Aryl-benzenesulfonamides previously described using 117 mg of (6-Amino-2,3-difluoro-phenyl)-pyridin-4-yl-methanone and 116 mg of 4-tert-Butyl-benzenesulfonyl chloride. 1H-NMR (400 MHz, CDCl3): δ 1.22 (s, 9H), 7.31 (d, 2H, J=8.4 Hz), 7.40-7.47 (m, 3H), 7.55 (d, 2H, J=8.4 Hz), 7.59 (m,1H), 8.69 (b,1H), 8.82 (d, 2H, J=6.0 Hz). MS: m/z 431.0 (M++1).